This data is from the Open Reaction Database (ORD), a public repository of structured organic reaction records. The task is: describe an organic reaction: reactants, conditions, products, and yield Procedure: A 250 mL round bottom flask was charged with 83.18C (1.05 g, 2.80 mmol) and THF (15 mL) and cooled to −78° C. under N2. To the cold solution was added isopropenylmagnesium bromide (0.5 M in THF) (available from Aldrich) (11.2 mL, 5.61 mmol) dropwise. The mixture was stirred for 30 minutes at −78° C. The cooling bath was removed, and the mixture was stirred for 30 minutes at ambient temperature. The reaction was quenched with saturated aqueous NH4Cl and diluted with EtOAc. The organic phase was w... Product: CC(C)(C)[Si](OCC1=CC(=C(C=C1)C1=C(C=CC(=C1)OC)F)C(C(=C)C)O)(C)C (1-(4-((((1,1-Dimethylethyl)(dimethyl)silyl)oxy)methyl)-2′-fluoro-5′-(methyloxy)-1,1′-biphenyl-2-yl)-2-methyl-2-propen-1-ol). The yield is 90.0%. Reaction SMILES: [CH3:1][C:2]([Si:5]([CH3:26])([CH3:25])[O:6][CH2:7][C:8]1[CH:9]=[C:10]([CH:23]=[O:24])[C:11]([C:14]2[CH:19]=[C:18]([O:20][CH3:21])[CH:17]=[CH:16][C:15]=2[F:22])=[CH:12][CH:13]=1)([CH3:4])[CH3:3].[C:27]([Mg]Br)([CH3:29])=[CH2:28]>C1COCC1>[CH3:4][C:2]([Si:5]([CH3:25])([CH3:26])[O:6][CH2:7][C:8]1[CH:13]=[CH:12][C:11]([C:14]2[CH:19]=[C:18]([O:20][CH3:21])[CH:17]=[CH:16][C:15]=2[F:22])=[C:10]([CH:23]([OH:24])[C:27]([CH3:29])=[CH2:28])[CH:9]=1)([CH3:1])[CH3:3]. Solvent: C1CCOC1 (THF). Reactants: CC(C)(C)[Si](OCC=1C=C(C(=CC1)C1=C(C=CC(=C1)OC)F)C=O)(C)C (4-((((1,1-Dimethylethyl)(dimethyl)silyl)oxy)methyl)-2′-fluoro-5′-(methyloxy)-1,1′-biphenyl-2-carbaldehyde), C(=C)(C)[Mg]Br (isopropenylmagnesium bromide). Reaction conditions: temperature -78 celsius, time 30 minute. Reactants: COc1cc(C(O)c2cccc3nc(Nc4ccc(C(F)(F)F)cc4)nn23)ccn1, ClC(Cl)Cl, O=S(Cl)Cl. Reaction SMILES: [CH3:1][O:2][c:3]1[n:4][cH:5][cH:6][c:7]([CH:9]([OH:10])[c:11]2[cH:12][cH:13][cH:14][c:15]3[n:16]2[n:17][c:18]([NH:20][c:21]2[cH:22][cH:23][c:24]([C:27]([F:28])([F:29])[F:30])[cH:25][cH:26]2)[n:19]3)[cH:8]1.[CH:35]([Cl:36])([Cl:37])[Cl:38].[S:31]([Cl:32])([Cl:33])=[O:34]>>[CH3:1][O:2][c:3]1[n:4][cH:5][cH:6][c:7]([CH:9]([c:11]2[cH:12][cH:13][cH:14][c:15]3[n:16]2[n:17][c:18]([NH:20][c:21]2[cH:22][cH:23][c:24]([C:27]([F:28])([F:29])[F:30])[cH:25][cH:26]2)[n:19]3)[Cl:33])[cH:8]1. Yields the product COc1cc(C(Cl)c2cccc3nc(Nc4ccc(C(F)(F)F)cc4)nn23)ccn1. Starting materials: C1(=CC=CC=C1)C (toluene), O=O (O2), C1=CC=[NH+]C=C1.C1=CC=[NH+]C=C1.[O-][Cr](=O)(=O)O[Cr](=O)(=O)[O-] (PDC). The product is CCN(CC)C(=O)C1=CC(=CC=C1)C (DETA), organosilane. Reaction SMILES: [O:1]=O.[CH:3]1[CH:8]=[CH:7][NH+:6]=[CH:5][CH:4]=1.[CH:9]1[CH:14]=C[NH+]=CC=1.[O-][Cr](O[Cr]([O-])(=O)=O)(=O)=O.[C:24]1([CH3:30])[CH:29]=[CH:28]C=C[CH:25]=1>>[CH3:4][CH2:5][N:6]([C:7]([C:8]1[CH:3]=[CH:28][CH:29]=[C:24]([CH3:30])[CH:25]=1)=[O:1])[CH2:14][CH3:9] |f:1.2.3|. Reported procedure: Glass coverslips (Thomas Scientific 6661 F52, 22×22 mm No. 1) were cleaned using an O2 plasma cleaner (Harrick PDC-32G) for 20 minutes at 100 mTorr. The DETA (United Chemical Technologies Inc. T2910KG) films were formed by the reaction of the cleaned glass surface with a 0.1% (v/v) mixture of the organosilane in freshly distilled toluene (Fisher T2904). The DETA coated coverslips were then heated to approximately QQ 100° C., rinsed with toluene, reheated to approximately 100° C., and then oven d...